This data is from the Open Reaction Database (ORD), a public repository of structured organic reaction records. The task is: describe an organic reaction: reactants, conditions, products, and yield Reactants: 1S-hydroxy-2-methyl-3-allyl-4-methylene-cyclopent-2-ene, C1=CC=CC=C1 (benzene), CC1(C(C1\C=C\C(=O)OC)C(=O)O)C (2,2-dimethyl-3-[2-methoxycarbonyl-(E)-ethenyl]-cyclopropane-carboxylic acid), CC1(C(C1C=C)C(=O)[O-])C (2,2-dimethyl-3-ethenyl-cyclopropane-carboxylate), C(Cl)(Cl)Cl (chloroform), CC1(C(C1\C=C\C(=O)OC)C(=O)O)C (2,2-dimethyl-3-[2-methoxycarbonyl-(E)-ethenyl]-cyclopropane-carboxylic acid). The product is CC1([C@@H]([C@@H]1\C=C\C(C)=O)C(=O)OC1C(=C(C(C1)=C)CC=C)C)C (2-methyl-3-allyl-4-methylene-cyclopent-2-ene-1-yl (1R,cis) 2,2-dimethyl-3-[(E) 3-oxo-1-butenyl]-cyclopropane-1-carboxylate). RXN SMILES: [CH3:1][C:2]1([CH3:14])[CH:4](/[CH:5]=[CH:6]/[C:7]([O:9]C)=O)[CH:3]1[C:11]([OH:13])=[O:12].[CH:15]1[CH:20]=[CH:19][CH:18]=[CH:17][CH:16]=1.[CH3:21][C:22]1(C)[CH:24](C=C)[CH:23]1C([O-])=O.[CH:31](Cl)(Cl)Cl>>[CH3:14][C:2]1([CH3:1])[C@@H:4](/[CH:5]=[CH:6]/[C:7](=[O:9])[CH3:31])[C@H:3]1[C:11]([O:13][CH:24]1[CH2:23][C:22](=[CH2:21])[C:18]([CH2:19][CH:20]=[CH2:15])=[C:17]1[CH3:16])=[O:12]. Reported procedure: Using the procedure of Step B of Example 36, 3 g of 1S-hydroxy-2-methyl-3-allyl-4-methylene-cyclopent-2-ene and 3 g of the product of Step A were reacted and after chromatography over silica gel with benzene containing 1‰ triethylamine as the eluant, 2.063 g of (1S) 2-methyl-3-allyl-4-methylene-cyclopent-2-ene-1-yl (1R, cis) 2,2-dimethyl-3-ethenyl-cyclopropane-carboxylate with a specific rotation of [α]D20 =-31.5°±2° (c=0.7% in chloroform) were obtained. Starting materials: COc1cc2c(CC(=O)N(C)CCc3ccccn3)cnc(CNC(=O)OC(C)(C)C)c2cc1OC, CCOC(C)=O, Cl. Yields the product Cl, COc1cc2c(CC(=O)N(C)CCc3ccccn3)cnc(CN)c2cc1OC. RXN SMILES: [C:1]([O:2][C:3](=[O:4])[NH:7][CH2:8][c:9]1[n:10][cH:11][c:12]([CH2:23][C:24]([N:25]([CH2:26][CH2:27][c:28]2[n:29][cH:30][cH:31][cH:32][cH:33]2)[CH3:34])=[O:35])[c:13]2[cH:14][c:15]([O:21][CH3:22])[c:16]([O:19][CH3:20])[cH:17][c:18]12)([CH3:5])([CH3:6])[CH3:36].[CH3:38][CH2:39][O:40][C:41]([CH3:42])=[O:43].[ClH:37]>>[ClH:37].[NH2:7][CH2:8][c:9]1[n:10][cH:11][c:12]([CH2:23][C:24]([N:25]([CH2:26][CH2:27][c:28]2[n:29][cH:30][cH:31][cH:32][cH:33]2)[CH3:34])=[O:35])[c:13]2[cH:14][c:15]([O:21][CH3:22])[c:16]([O:19][CH3:20])[cH:17][c:18]12. The reactants are COC(=O)c1cc2nc(-c3ccccc3)nn2cc1C, CCOC(C)=O, Cl, [Li+], C1CCOC1, [OH-], O, O. Product: Cc1cn2nc(-c3ccccc3)nc2cc1C(=O)O. As a reaction SMILES: [CH3:1][c:2]1[c:3]([C:17](=[O:18])[O:19][CH3:20])[cH:4][c:5]2[n:6]([cH:7]1)[n:8][c:9](-[c:11]1[cH:12][cH:13][cH:14][cH:15][cH:16]1)[n:10]2.[CH3:31][CH2:32][O:33][C:34](=[O:35])[CH3:36].[ClH:24].[Li+:23].[O:25]1[CH2:26][CH2:27][CH2:28][CH2:29]1.[OH-:22].[OH2:21].[OH2:30]>>[CH3:1][c:2]1[c:3]([C:17](=[O:18])[OH:19])[cH:4][c:5]2[n:6]([cH:7]1)[n:8][c:9](-[c:11]1[cH:12][cH:13][cH:14][cH:15][cH:16]1)[n:10]2.